This data is from the Open Reaction Database (ORD), a public repository of structured organic reaction records. The task is: describe an organic reaction: reactants, conditions, products, and yield Starting materials: COC(CC(CC\C=C\C)=O)=O ((E)-3-oxo-6-octenoic acid methyl ester), C1(=CC=C(C=C1)S(=O)(=O)N=[N+]=[N-])C (p-toluenesulfonyl azide). Solvent: C(C)N(CC)CC (triethylamine). The product is COC(C(C(CC\C=C\C)=O)=[N+]=[N-])=O ((E)-2-diazo-3-oxo-6-octenoic acid methyl ester). Isolated yield 85.5%. Reaction SMILES: [CH3:1][O:2][C:3](=[O:12])[CH2:4][C:5](=[O:11])[CH2:6][CH2:7]/[CH:8]=[CH:9]/[CH3:10].C1(C)C=CC(S([N:22]=[N+:23]=[N-])(=O)=O)=CC=1>C(N(CC)CC)C>[CH3:1][O:2][C:3](=[O:12])[C:4](=[N+:22]=[N-:23])[C:5](=[O:11])[CH2:6][CH2:7]/[CH:8]=[CH:9]/[CH3:10]. Procedure: In accordance with the process of Example 2, (E)-3-oxo-6-octenoic acid methyl ester (3.42 g; 20.1 m mol), triethylamine (2.03 g; 20.1 m mol), p-toluenesulfonyl azide(3.99 g; 20 m mol) were used as starting materials to obtain 3.37 g of (E)-2-diazo-3-oxo-6-octenoic acid methyl ester as yellow oily product. Reactants: C(C)(C)(C)OC(=O)NC1CNCCC1 (3-(tert-butoxycarbonylamino)piperidine), C(C)(C)(C)OC(=O)NC1CN(CCC1)S(=O)(=O)C=1C=2C(=CN=CC2C=CC1)Cl (3-(tert-Butoxycarbonylamino)-1-(4-chloro-5-isoquinolinesulfonyl)piperidine), C(C)(C)(C)OC(=O)NC1CN(CCC1)S(=O)(=O)C=1C=2C(=CN=CC2C=CC1)Cl (3-(tert-Butoxycarbonylamino)-1-(4-chloro-5-isoquinolinesulfonyl)piperidine), C(C)(C)(C)OC(=O)N[C@@H]1CNCCC1 ((S)-3-(tert-butoxycarbonylamino)piperidine). Yields the product NC1CN(CCC1)S(=O)(=O)C=1C=2C(=CN=CC2C=CC1)Cl ((R/S)-3-Amino-1-(4-chloro-5-isoquinolinesulfonyl)piperidine), Cl (hydrochloride). RXN SMILES: C(OC([NH:8][CH:9]1[CH2:14][CH2:13][CH2:12][N:11]([S:15]([C:18]2[C:19]3[C:20]([Cl:28])=[CH:21][N:22]=[CH:23][C:24]=3[CH:25]=[CH:26][CH:27]=2)(=[O:17])=[O:16])[CH2:10]1)=O)(C)(C)C.C(OC(NC1CCCNC1)=O)(C)(C)C.C(OC(N[C@H]1CCCNC1)=O)(C)(C)C>>[NH2:8][CH:9]1[CH2:14][CH2:13][CH2:12][N:11]([S:15]([C:18]2[C:19]3[C:20]([Cl:28])=[CH:21][N:22]=[CH:23][C:24]=3[CH:25]=[CH:26][CH:27]=2)(=[O:17])=[O:16])[CH2:10]1.[ClH:28]. Reported procedure: 3-(tert-Butoxycarbonylamino)-1-(4-chloro-5-isoquinolinesulfonyl)piperidine (Intermediate 18) can be prepared by using 3-(tert-butoxycarbonylamino)piperidine in the method of Example 21-1, Step A instead of (S)-3-(tert-butoxycarbonylamino)piperidine, and then used in the method of Step B in a similar manner to obtain the title compound as hydrochloride. Reactants: COC1=CC=C2CCC(C2=C1)CC(=O)OCC (ethyl (6-methoxyindan-1-yl)acetate), S(=O)(=O)([O-])[O-].[Mg+2] (magnesium sulfate), [H-].[Al+3].[Li+].[H-].[H-].[H-] (lithium aluminum hydride), O (water). The solvent is C1CCOC1 (THF), C(C)(=O)OCC (ethyl acetate), C1CCOC1 (THF). Yields the product OCCC1CCC2=CC=C(C=C12)OC (1-(2-Hydroxyethyl)-6-methoxyindan). The yield is 92.5%. RXN SMILES: [H-].[Al+3].[Li+].[H-].[H-].[H-].[CH3:7][O:8][C:9]1[CH:17]=[C:16]2[C:12]([CH2:13][CH2:14][CH:15]2[CH2:18][C:19](OCC)=[O:20])=[CH:11][CH:10]=1.O.S([O-])([O-])(=O)=O.[Mg+2]>C1COCC1.C(OCC)(=O)C>[OH:20][CH2:19][CH2:18][CH:15]1[C:16]2[C:12](=[CH:11][CH:10]=[C:9]([O:8][CH3:7])[CH:17]=2)[CH2:13][CH2:14]1 |f:0.1.2.3.4.5,8.9|. Procedure details: To a suspension of lithium aluminum hydride (1.06 g, 27.9 mmol) in THF (150 ml) was added dropwise, under ice-cooling, a solution of ethyl (6-methoxyindan-1-yl)acetate (6.53 g, 27.9 mmol) in THF (20 ml), and the mixture was stirred for 15 minutes. To the reaction mixture was added water (1 ml), to which were further added ethyl acetate, anhydrous magnesium sulfate and celite. The mixture was subjected to filtration. The filtrate was concentrated under reduced pressure to give 4.96 g (yield 93%) ... The reactants are [Cl-].[NH4+] (ammonium chloride), CI (methyl iodide), C1(=CC=CC=C1)C(C(=O)OC)C (methyl 2-phenylpropionate), CN(C)P(=O)(N(C)C)N(C)C (HMPA), C(CCC)[Li] (n-butyl lithium), CCCCCC (hexane), C(C)(C)NC(C)C (diisopropylamine). Solvent: O (water), C1CCOC1 (THF), C1CCOC1 (THF), C1CCOC1 (THF). Reaction conditions: temperature -30 celsius, time 20 minute. Product: CC(C(=O)OC)(C)C1=CC=CC=C1 (methyl 2-methyl-2-phenylpropionate). The yield is 67.0%. As a reaction SMILES: [CH2:1]([Li])CCC.CCCCCC.C(NC(C)C)(C)C.[C:19]1([CH:25]([CH3:30])[C:26]([O:28][CH3:29])=[O:27])[CH:24]=[CH:23][CH:22]=[CH:21][CH:20]=1.CN(P(N(C)C)(N(C)C)=O)C.CI.[Cl-].[NH4+]>C1COCC1.O>[CH3:30][C:25]([C:19]1[CH:24]=[CH:23][CH:22]=[CH:21][CH:20]=1)([CH3:1])[C:26]([O:28][CH3:29])=[O:27] |f:6.7|. Reported procedure: A solution of n-butyl lithium in hexane (1.44N, 60.0 ml, 86.4 mmol) was added to a solution of diisopropylamine (9.07 g, 89.6 mmol) in anhydrous THF (200 ml) cooled at -30° C. under argon atmosphere, and the mixture was stirred for 20 minutes. To this reaction mixture were added a solution of methyl 2-phenylpropionate (10.5 g, 64.0 mmol) in 10 ml of anhydrous THF and HMPA (16.5 g, 92.0 mmol), and the mixture was stirred at -30° C. for 10 minutes and then at 0° C. for 45 minutes. To this reaction... Reactants: C(C1=CC=CC=C1)N1N=C2C=CC3=C(C2=C1)CC(C3=O)CCF (2-benzyl-7-(2-fluoroethyl)-7,8-dihydrocyclopenta[e]indazol-6(2H)-one), N12CCCCCC2=NCCC1 (1,8-diazabicyclo[5.4.0]undec-7-ene), C(=C)C(=O)C (methyl vinyl ketone). The solvent is C1CCOC1 (THF). Run at temperature 55 celsius. Yields the product C(C1=CC=CC=C1)N1N=C2C=CC3=C(C2=C1)CC(C3=O)(CCC(C)=O)CCF (2-benzyl-7-(2-fluoroethyl)-7-(3-oxobutyl)-7,8-dihydrocyclopenta[e]indazol-6(2H)-one). As a reaction SMILES: [CH2:1]([N:8]1[CH:16]=[C:15]2[C:10]([CH:11]=[CH:12][C:13]3[C:19](=[O:20])[CH:18]([CH2:21][CH2:22][F:23])[CH2:17][C:14]=32)=[N:9]1)[C:2]1[CH:7]=[CH:6][CH:5]=[CH:4][CH:3]=1.N12CCCN=C1CCCCC2.[CH:35]([C:37]([CH3:39])=[O:38])=[CH2:36]>C1COCC1>[CH2:1]([N:8]1[CH:16]=[C:15]2[C:10]([CH:11]=[CH:12][C:13]3[C:19](=[O:20])[C:18]([CH2:21][CH2:22][F:23])([CH2:36][CH2:35][C:37](=[O:38])[CH3:39])[CH2:17][C:14]=32)=[N:9]1)[C:2]1[CH:3]=[CH:4][CH:5]=[CH:6][CH:7]=1. Procedure: To a solution of 2-benzyl-7-(2-fluoroethyl)-7,8-dihydrocyclopenta[e]indazol-6(2H)-one (11.8 g, 38.3 mmol) in dry THF (100 mL) were added 1,8-diazabicyclo[5.4.0]undec-7-ene (12 mL, 80 mmol) and methyl vinyl ketone (6.4 mL, 77 mmol) and the solution was heated to 55° C. After heating for 72 hours, analysis of an aliquot by 1H NMR showed the reaction to be complete. After cooling to room temperature, the solution was partitioned between 5% MeOH/CH2Cl2 and water and the organic phase was washed with... Reactants: C1CCOC1, COC(=O)Cn1ccc2cc(N(C)Cc3cnc(-c4ccc(C(F)(F)F)cc4)nc3C)ccc21, CCOC(C)=O, Cl, [Li+], [OH-]. The product is Cc1nc(-c2ccc(C(F)(F)F)cc2)ncc1CN(C)c1ccc2c(ccn2CC(=O)O)c1. Reaction SMILES: [CH2:38]1[O:39][CH2:40][CH2:41][CH2:42]1.[CH3:1][O:2][C:3]([CH2:4][n:5]1[cH:6][cH:7][c:8]2[cH:9][c:10]([N:14]([CH2:15][c:16]3[c:17]([CH3:32])[n:18][c:19](-[c:22]4[cH:23][cH:24][c:25]([C:28]([F:29])([F:30])[F:31])[cH:26][cH:27]4)[n:20][cH:21]3)[CH3:33])[cH:11][cH:12][c:13]12)=[O:34].[CH3:43][CH2:44][O:45][C:46]([CH3:47])=[O:48].[ClH:37].[Li+:35].[OH-:36]>>[O:2]=[C:3]([CH2:4][n:5]1[cH:6][cH:7][c:8]2[cH:9][c:10]([N:14]([CH2:15][c:16]3[c:17]([CH3:32])[n:18][c:19](-[c:22]4[cH:23][cH:24][c:25]([C:28]([F:29])([F:30])[F:31])[cH:26][cH:27]4)[n:20][cH:21]3)[CH3:33])[cH:11][cH:12][c:13]12)[OH:34]. Starting materials: COC(CC1=C(C=C(C=C1C)C)C)=O ((2,4,6-trimethyl-phenyl)-acetic acid methyl ester), COC(=O)C1(CCN(CC1)N(C)C)O (1-dimethylamino-4-hydroxy-piperidine-4-carboxylic acid methyl ester), CC(C)([O-])C.[K+] (potassium tert-butoxide). Run in O1CCCC1 (tetrahydrofuran), O1CCCC1 (tetrahydrofuran). Conditions: time 1 hour. The product is CN(N1CCC2(C(C(C(O2)=O)C2=C(C=C(C=C2C)C)C)=O)CC1)C (8-Dimethylamino-3-(2,4,6-trimethyl-phenyl)-1-oxa-8-aza-spiro[4.5]decane-2,4-dione). Isolated yield 9.3%. RXN SMILES: C[O:2][C:3](=O)[CH2:4][C:5]1[C:10]([CH3:11])=[CH:9][C:8]([CH3:12])=[CH:7][C:6]=1[CH3:13].CO[C:17]([C:19]1([OH:28])[CH2:24][CH2:23][N:22]([N:25]([CH3:27])[CH3:26])[CH2:21][CH2:20]1)=[O:18].CC(C)([O-])C.[K+]>O1CCCC1>[CH3:27][N:25]([CH3:26])[N:22]1[CH2:21][CH2:20][C:19]2([O:28][C:3](=[O:2])[CH:4]([C:5]3[C:10]([CH3:11])=[CH:9][C:8]([CH3:12])=[CH:7][C:6]=3[CH3:13])[C:17]2=[O:18])[CH2:24][CH2:23]1 |f:2.3|. Reported procedure: To a degassed solution of 0.5 g (2,4,6-trimethyl-phenyl)-acetic acid methyl ester and 0.63 g 1-dimethylamino-4-hydroxy-piperidine-4-carboxylic acid methyl ester in 20 ml tetrahydrofuran is added under argon at room temperature 5.72 ml of a 1M potassium tert-butoxide solution in tetrahydrofuran dropwise. The reaction mixture is stirred at room temperature for one hour, and at reflux overnight. The solvent is evaporated, the residue poured into ice/water and the pH adjusted to 5-6 by addition of a... Reported procedure: 1-(2-bromoethyl)-7-(4-chlorobenzyl)-3-methyl-8-(3-(trifluoromethoxy)phenoxy)-1H-purine-2,6(3H,7H)-dione (120 mg, 0.0.210 mmol) was dissolved in aqueous dimethylamine (3 mL), then the mixture was heated to 100° C. in a sealed tube with stirring overnight. The mixture was diluted with ethyl acetate and water, and the phases were separated. The organic phase was washed with brine, dried over sodium sulfate, filtered and concentrated to give crude product, which was purified by preparative HPLC and ... Starting materials: BrCCN1C(N(C=2N=C(N(C2C1=O)CC1=CC=C(C=C1)Cl)OC1=CC(=CC=C1)OC(F)(F)F)C)=O (1-(2-bromoethyl)-7-(4-chlorobenzyl)-3-methyl-8-(3-(trifluoromethoxy)phenoxy)-1H-purine-2,6(3H,7H)-dione), CNC (dimethylamine). Reaction conditions: temperature 100 celsius, time 8 hour. Reaction SMILES: Br[CH2:2][CH2:3][N:4]1[C:12](=[O:13])[C:11]2[N:10]([CH2:14][C:15]3[CH:20]=[CH:19][C:18]([Cl:21])=[CH:17][CH:16]=3)[C:9]([O:22][C:23]3[CH:28]=[CH:27][CH:26]=[C:25]([O:29][C:30]([F:33])([F:32])[F:31])[CH:24]=3)=[N:8][C:7]=2[N:6]([CH3:34])[C:5]1=[O:35].[CH3:36][NH:37][CH3:38]>C(OCC)(=O)C.O>[ClH:21].[Cl:21][C:18]1[CH:19]=[CH:20][C:15]([CH2:14][N:10]2[C:11]3[C:12](=[O:13])[N:4]([CH2:3][CH2:2][N:37]([CH3:38])[CH3:36])[C:5](=[O:35])[N:6]([CH3:34])[C:7]=3[N:8]=[C:9]2[O:22][C:23]2[CH:28]=[CH:27][CH:26]=[C:25]([O:29][C:30]([F:33])([F:32])[F:31])[CH:24]=2)=[CH:16][CH:17]=1 |f:4.5|. The product is Cl.ClC1=CC=C(CN2C(=NC=3N(C(N(C(C23)=O)CCN(C)C)=O)C)OC2=CC(=CC=C2)OC(F)(F)F)C=C1 (7-(4-chlorobenzyl)-1-(2-(dimethylamino)ethyl)-3-methyl-8-(3-(trifluoromethoxy)phenoxy)-1H-purine-2,6(3H,7H)-dione hydrochloride). The yield is 25.6%. Run in C(C)(=O)OCC (ethyl acetate), O (water). Reactants: O (water), CC(=O)C1=CC(=CC=C1)N (3-aminoacetophenone), C(CO)O (ethylene glycol), C1(=CC=C(C=C1)S(=O)(=O)O)C (4-toluenesulphonic acid). Solvent: C1=CC=CC=C1 (benzene). Yields the product CC1(OCCO1)C=1C=C(N)C=CC1 (3-(2-methyl-1,3-dioxolan-2-yl)aniline). RXN SMILES: [CH3:1][C:2]([C:4]1[CH:9]=[CH:8][CH:7]=[C:6]([NH2:10])[CH:5]=1)=[O:3].[CH2:11](O)[CH2:12][OH:13].C1(C)C=CC(S(O)(=O)=O)=CC=1.O>C1C=CC=CC=1>[CH3:1][C:2]1([C:4]2[CH:5]=[C:6]([CH:7]=[CH:8][CH:9]=2)[NH2:10])[O:13][CH2:12][CH2:11][O:3]1. Procedure details: A mixture of 4 g (0.029 mol) of 3-aminoacetophenone and 2.47 ml (0.044 mol; 1.5 equivalents) of ethylene glycol and a small amount of 4-toluenesulphonic acid in 60 ml of anhydrous benzene are heated to reflux with azeotropic removal of water for 4 hours. The solution is left to cool, washed successively with 20% aqueous sodium carbonate and water and then dried (MgSO4). The solvent is evaporated off under reduced pressure to leave a yellow oil, which is purified by chromatography on a column of ...